Dataset: the Open Reaction Database (ORD), a public repository of structured organic reaction records. Task: describe an organic reaction: reactants, conditions, products, and yield The reactants are Fc1ccc(Cl)c(Oc2ccncc2Br)c1, O=[N+]([O-])O, O=S(=O)(O)O. Yields the product O=[N+]([O-])c1cc(Cl)c(Oc2ccncc2Br)cc1F. As a reaction SMILES: [Br:1][c:2]1[cH:3][n:4][cH:5][cH:6][c:7]1[O:8][c:9]1[c:10]([Cl:16])[cH:11][cH:12][c:13]([F:15])[cH:14]1.[OH:17][N+:18]([O-:19])=[O:20].[S:21](=[O:22])(=[O:23])([OH:24])[OH:25]>>[Br:1][c:2]1[cH:3][n:4][cH:5][cH:6][c:7]1[O:8][c:9]1[c:10]([Cl:16])[cH:11][c:12]([N+:18](=[O:17])[O-:19])[c:13]([F:15])[cH:14]1. Starting materials: O=C([O-])[O-], CCO, CCOCC, CC(C)I, [K+], [K+], O, COc1ccc(C#N)c(O)c1. The product is COc1ccc(C#N)c(OC(C)C)c1. RXN SMILES: [C:12](=[O:13])([O-:14])[O-:15].[CH3:22][CH2:23][OH:24].[CH3:25][CH2:26][O:27][CH2:28][CH3:29].[I:18][CH:19]([CH3:20])[CH3:21].[K+:16].[K+:17].[OH2:30].[OH:1][c:2]1[c:3]([C:4]#[N:5])[cH:6][cH:7][c:8]([O:10][CH3:11])[cH:9]1>>[O:1]([c:2]1[c:3]([C:4]#[N:5])[cH:6][cH:7][c:8]([O:10][CH3:11])[cH:9]1)[CH:19]([CH3:20])[CH3:21]. Reactants: [H-].C(C(C)C)[Al+]CC(C)C.C1(=CC=CC=C1)C (diisobutyl aluminum hydride toluene), C1(=CC=CC=C1)NC1=NC=C(C=N1)C(=O)OCC (ethyl 2-(phenylamino)pyrimidine-5-carboxylate), C(C)(=O)OCC (ethyl acetate). Run in C1(=CC=CC=C1)C (toluene). Conditions: temperature -78 celsius, time 3 hour. Yields the product OCC=1C=NC(=NC1)NC1=CC=CC=C1 (5-hydroxymethyl-2-(phenylamino)pyrimidine). Isolated yield 79.3%. As a reaction SMILES: [C:1]1([NH:7][C:8]2[N:13]=[CH:12][C:11]([C:14](OCC)=[O:15])=[CH:10][N:9]=2)[CH:6]=[CH:5][CH:4]=[CH:3][CH:2]=1.[H-].C([Al+]CC(C)C)C(C)C.C1(C)C=CC=CC=1.C(OCC)(=O)C>C1(C)C=CC=CC=1>[OH:15][CH2:14][C:11]1[CH:10]=[N:9][C:8]([NH:7][C:1]2[CH:2]=[CH:3][CH:4]=[CH:5][CH:6]=2)=[N:13][CH:12]=1 |f:1.2.3|. Procedure details: Ethyl 2-(phenylamino)pyrimidine-5-carboxylate (0.590 g, 2.42 mmol) obtained in Step 2 was dissolved in toluene (25 mL). After cooling to −78° C., a 1 mol/L diisobutyl aluminum hydride-toluene solution (7.30 mL, 7.30 mmol) was added to the solution, followed by stirring at −78° C. for 3 hours. The reaction mixture was added with ethyl acetate followed by stirring vigorously at room temperature. The mixture was sequentially washed with water and saturated brine. The organic layer was dried over an...